From a dataset of the Open Reaction Database (ORD), a public repository of structured organic reaction records. describe an organic reaction: reactants, conditions, products, and yield The reactants are C(C1=CC=CC=C1)OC1=C2C=CNC2=CC=C1OCC (4-benzyloxy-5-ethoxyindole), C(C1=CC=CC=C1)OC1=CC=C2C=CNC2=C1OC (6-benzyloxy-7-methoxyindole). Yields the product OC1=CC=C2C=CNC2=C1OC (6-hydroxy-7-methoxyindole). Yield: 86.0%. RXN SMILES: C(OC1C(OCC)=CC=C2C=1C=CN2)C1C=CC=CC=1.C([O:28][C:29]1[C:37]([O:38][CH3:39])=[C:36]2[C:32]([CH:33]=[CH:34][NH:35]2)=[CH:31][CH:30]=1)C1C=CC=CC=1>>[OH:28][C:29]1[C:37]([O:38][CH3:39])=[C:36]2[C:32]([CH:33]=[CH:34][NH:35]2)=[CH:31][CH:30]=1. Procedure: This compound is obtained according to the operating method described in Example 1d, in which the 4-benzyloxy-5-ethoxyindole is replaced by 6-benzyloxy-7-methoxyindole. A white powder is obtained (yield: 86%, m.p.=83°-84° C.). As a reaction SMILES: [C:1]([CH3:2])([CH3:3])([CH3:4])[c:5]1[n:6][n:7]2[c:8]([n:9][c:10]([CH3:32])[c:11]([CH:24]([C:25](=[O:26])[O:27][CH3:28])[CH2:29][CH2:30][CH3:31])[c:12]2-[c:13]2[cH:14][c:15]3[c:16]([cH:22][cH:23]2)[O:17][CH2:18][CH2:19][CH2:20][O:21]3)[cH:33]1.[CH3:37][OH:38].[Na+:35].[OH-:34].[OH2:36]>>[C:1]([CH3:2])([CH3:3])([CH3:4])[c:5]1[n:6][n:7]2[c:8]([n:9][c:10]([CH3:32])[c:11]([CH:24]([C:25](=[O:26])[OH:27])[CH2:29][CH2:30][CH3:31])[c:12]2-[c:13]2[cH:14][c:15]3[c:16]([cH:22][cH:23]2)[O:17][CH2:18][CH2:19][CH2:20][O:21]3)[cH:33]1. Product: CCCC(C(=O)O)c1c(C)nc2cc(C(C)(C)C)nn2c1-c1ccc2c(c1)OCCCO2. The reactants are CCCC(C(=O)OC)c1c(C)nc2cc(C(C)(C)C)nn2c1-c1ccc2c(c1)OCCCO2, CO, [Na+], [OH-], O. Reactants: C(=O)([O-])[O-].[K+].[K+] (K2CO3), OC=1C=C(C(=O)O)C=CC1C (3-hydroxy-4-methyl-benzoic acid), C(C1=CC=CC=C1)Br (benzyl bromide). Run in CN(C)C=O (DMF). Conditions: time 8 hour. Yields the product C(C1=CC=CC=C1)OC(C1=CC(=C(C=C1)C)OCC1=CC=CC=C1)=O (3-benzyloxy-4-methyl-benzoic acid benzyl ester). Isolated yield 206.0%. As a reaction SMILES: C([O-])([O-])=O.[K+].[K+].[OH:7][C:8]1[CH:9]=[C:10]([CH:14]=[CH:15][C:16]=1[CH3:17])[C:11]([OH:13])=[O:12].[CH2:18](Br)[C:19]1[CH:24]=[CH:23][CH:22]=[CH:21][CH:20]=1>CN(C=O)C>[CH2:18]([O:12][C:11](=[O:13])[C:10]1[CH:14]=[CH:15][C:16]([CH3:17])=[C:8]([O:7][CH2:11][C:10]2[CH:14]=[CH:15][CH:16]=[CH:8][CH:9]=2)[CH:9]=1)[C:19]1[CH:24]=[CH:23][CH:22]=[CH:21][CH:20]=1 |f:0.1.2|. Procedure details: K2CO3 (18.1 g, 131.2 mmol) was added to a stirred solution of 3-hydroxy-4-methyl-benzoic acid (5 g, 33 mmol) in DMF (50 mL) followed by benzyl bromide (11.8 g, 69 mmol) and the resulting mixture was stirred at room temperature overnight. The reaction mixture was filtered, the filterate was diluted with water and extracted with EtOAc. The organic layer was collected, dried over sodium sulfate and concentrated under reduced pressure to afford 11.3 g (crude) of 3-benzyloxy-4-methyl-benzoic acid ben...